This data is from the Open Reaction Database (ORD), a public repository of structured organic reaction records. The task is: describe an organic reaction: reactants, conditions, products, and yield Reactants: BrCCBr, O=C1c2c(oc3ccccc23)-c2ccc(O)c3cccc1c23. Product: O=C1c2c(oc3ccccc23)-c2ccc(OCCBr)c3cccc1c23. RXN SMILES: [Br:23][CH2:24][CH2:25][Br:26].[OH:1][c:2]1[c:3]2[cH:4][cH:5][cH:6][c:7]3[c:17]2[c:14]([cH:15][cH:16]1)-[c:13]1[c:9]([c:10]2[c:11]([o:12]1)[cH:18][cH:19][cH:20][cH:21]2)[C:8]3=[O:22]>>[O:1]([c:2]1[c:3]2[cH:4][cH:5][cH:6][c:7]3[c:17]2[c:14]([cH:15][cH:16]1)-[c:13]1[c:9]([c:10]2[c:11]([o:12]1)[cH:18][cH:19][cH:20][cH:21]2)[C:8]3=[O:22])[CH2:25][CH2:24][Br:23]. Reactants: OCC(CCC1=CC=C(C=C1)CCCCCCCC)(CO)NC(C)=O (N-(1-Hydroxy-2-(hydroxymethyl)-4-(4-octylphenyl)butan-2-yl) acetamide), Cl (hydrochloric acid), Cl (hydrochloride). Run at temperature 100 celsius, time 3 hour. Yields the product CCCCCCCCC=1C=CC(=CC1)CCC(CO)(CO)N.Cl (fingolimod hydrochloride). RXN SMILES: [OH:1][CH2:2][C:3]([NH:22]C(=O)C)([CH2:20][OH:21])[CH2:4][CH2:5][C:6]1[CH:11]=[CH:10][C:9]([CH2:12][CH2:13][CH2:14][CH2:15][CH2:16][CH2:17][CH2:18][CH3:19])=[CH:8][CH:7]=1.[ClH:26]>>[CH3:19][CH2:18][CH2:17][CH2:16][CH2:15][CH2:14][CH2:13][CH2:12][C:9]1[CH:10]=[CH:11][C:6]([CH2:5][CH2:4][C:3]([NH2:22])([CH2:2][OH:1])[CH2:20][OH:21])=[CH:7][CH:8]=1.[ClH:26] |f:2.3|. Reported procedure: N-(1-Hydroxy-2-(hydroxymethyl)-4-(4-octylphenyl)butan-2-yl) acetamide (23.5 g) is charged into a 250 mL single-neck round bottom flask equipped with a condenser and 3N hydrochloric acid (100 mL) is added. The mixture is heated to 100° C. and stirred for 3 hours. The mass is cooled to room temperature and maintained overnight. The mass is extracted with ethyl acetate (3×100 mL) and the ethyl acetate extracts are combined, dried with sodium sulphate, and concentrated under vacuum to produce a gumm... The reactants are COC1=CC=CC=2C(C3=CC=CC=C3C(C12)=O)(CC(=O)O)CC(=O)O (4-Methoxy-10-oxo-9,10-dihydroanthracene-9,9-diacetic acid), [Na] (sodium), [Na] (sodium). Run in C(CCC)O (n-butanol). The product is COC1=CC=CC=2C(C3=CC=CC=C3CC12)(CC(=O)O)CC(=O)O (4-methoxy-9,10-dihydroanthracene-9,9-diacetic acid). RXN SMILES: [CH3:1][O:2][C:3]1[C:16]2[C:15](=O)[C:14]3[C:9](=[CH:10][CH:11]=[CH:12][CH:13]=3)[C:8]([CH2:22][C:23]([OH:25])=[O:24])([CH2:18][C:19]([OH:21])=[O:20])[C:7]=2[CH:6]=[CH:5][CH:4]=1.[Na]>C(O)CCC>[CH3:1][O:2][C:3]1[C:16]2[CH2:15][C:14]3[C:9](=[CH:10][CH:11]=[CH:12][CH:13]=3)[C:8]([CH2:22][C:23]([OH:25])=[O:24])([CH2:18][C:19]([OH:21])=[O:20])[C:7]=2[CH:6]=[CH:5][CH:4]=1 |^1:25|. Reported procedure: 4-Methoxy-10-oxo-9,10-dihydroanthracene-9,9-diacetic acid, whose preparation is described in Example 2, (5.2 g.) in n-butanol (300 ml.) is heated under reflux and sodium (10 g.) is gradually added in small pieces to the boiling solution. When all the sodium has dissolved, the solution is allowed to cool and is then extracted three times with water. The aqueous extracts are combined, washed with ether and acidified with concentrated hydrochloric acid. The resulting precipitate is extracted into e... The reactants are C(C1=CC=CC=C1)OC(=O)N[C@@H](C(C(=O)O)(C)C)C ((R)-3-(((benzyloxy)carbonyl)amino)-2,2-dimethylbutanoic acid), C=1C=CC2=C(C1)N=NN2O (HOBT), CCN=C=NCCCN(C)C (EDCI), CCN(C(C)C)C(C)C (DIPEA), N (ammonia). Run in O (water), C1CCOC1 (THF), C1CCOC1 (THF). The product is NC(C([C@@H](C)NC(OCC1=CC=CC=C1)=O)(C)C)=O ((R)-benzyl (4-amino-3,3-dimethyl-4-oxobutane-2-yl)carbamate), solid. The yield is 52.0%. Run at temperature 0 celsius, time 30 minute. Procedure: To a solution of (R)-3-(((benzyloxy)carbonyl)amino)-2,2-dimethylbutanoic acid (6.5 g, 23.27 mmol) in THF (60 mL) was added HOBT (3.00 g, 19.60 mmol), EDCI (3.76 g, 19.60 mmol) and DIPEA (10.27 ml, 58.8 mmol) and stirred at 0° C. for 30 min. 3M ammonia in THF (50 ml, 1848 mmol) was added to afford a white suspension. The reaction mixture was allowed to stir for 12 h at RT. Reaction mass was diluted with water (80 ml). The aqueous layer was treated with EtOAC (3×80 ml). The organic layer was dried... RXN SMILES: [CH2:1]([O:8][C:9]([NH:11][C@H:12]([CH3:19])[C:13]([CH3:18])([CH3:17])[C:14](O)=[O:15])=[O:10])[C:2]1[CH:7]=[CH:6][CH:5]=[CH:4][CH:3]=1.C1C=CC2N(O)N=[N:26]C=2C=1.CCN=C=NCCCN(C)C.CCN(C(C)C)C(C)C.N>C1COCC1.O>[NH2:26][C:14](=[O:15])[C:13]([CH3:18])([CH3:17])[C@H:12]([NH:11][C:9](=[O:10])[O:8][CH2:1][C:2]1[CH:7]=[CH:6][CH:5]=[CH:4][CH:3]=1)[CH3:19]. Reported procedure: Substituting a stoichiometric quantity of 2-fluoro-3,4-dimethoxyphenethylamine in the synthetic procedure of Example 1 gave 6-fluoro-7,8-dimethoxy-1-(1-methoxyphenyl)-2,3,4,5-tetrahydro-1H-3-benzazepine as a yellow oil. Hydrolysis with boron tribromide gave 6-fluoro-7,8-dihydroxy-1-(p-hydroxyphenyl)-2,3,4,5-tetrahydro-1H-3-benzazepine hydrobromide, m.p. 227° (dec.). Substituting appropriate bromo starting material in the methods described herein gave 6-bromo-7,8-dimethoxy-1-(p-methoxyphenyl)-2,3... Reaction SMILES: [Br:1][C:2]1[C:12]2[CH2:11][CH2:10][NH:9][CH2:8][CH:7]([C:13]3[CH:18]=[CH:17][C:16]([O:19]C)=[CH:15][CH:14]=3)[C:6]=2[CH:5]=[C:4]([O:21]C)[C:3]=1[O:23]C.B(Br)(Br)Br>>[BrH:1].[Br:1][C:2]1[C:12]2[CH2:11][CH2:10][NH:9][CH2:8][CH:7]([C:13]3[CH:14]=[CH:15][C:16]([OH:19])=[CH:17][CH:18]=3)[C:6]=2[CH:5]=[C:4]([OH:21])[C:3]=1[OH:23] |f:2.3|. The product is Br.BrC1=C(C(=CC=2C(CNCCC21)C2=CC=C(C=C2)O)O)O (6-bromo-7,8-dihydroxy-1-(p-hydroxyphenyl)-2,3,4,5-tetrahydro-1H-3-benzazepine hydrobromide). The reactants are BrC1=C(C(=CC=2C(CNCCC21)C2=CC=C(C=C2)OC)OC)OC (6-bromo-7,8-dimethoxy-1-(p-methoxyphenyl)-2,3,4,5-tetrahydro-1H-3-benzazepine), B(Br)(Br)Br (boron tribromide).